Dataset: the Open Reaction Database (ORD), a public repository of structured organic reaction records. Task: describe an organic reaction: reactants, conditions, products, and yield Starting materials: C1(=CC=CC=C1)C(CC1=CC=CC=C1)=O (1,2-diphenylethanone), C(C)OC=1C=C(C=O)C=C(C1O)[N+](=O)[O-] (3-ethoxy-4-hydroxy-5-nitrobenzaldehyde), Cl.NC(=N)N (guanidine hydrochloride), C(C)(C)NC(C)C (diisopropylamine). Run in C(C)O (ethanol). Conditions: temperature 80 celsius, time 30 minute. Product: C(C)OC1=C(C(=CC(=C1)C1NC(NC(=C1C1=CC=CC=C1)C1=CC=CC=C1)=N)[N+](=O)[O-])O (2-ethoxy-4-(2-imino-5,6-diphenyl-1,2,3,4-tetrahydropyrimidin-4-yl)-6-nitrophenol), Cl (HCl). Yield: 301.2%. As a reaction SMILES: [C:1]1([C:7](=O)[CH2:8][C:9]2[CH:14]=[CH:13][CH:12]=[CH:11][CH:10]=2)[CH:6]=[CH:5][CH:4]=[CH:3][CH:2]=1.[CH2:16]([O:18][C:19]1[CH:20]=[C:21]([CH:24]=[C:25]([N+:28]([O-:30])=[O:29])[C:26]=1[OH:27])[CH:22]=O)[CH3:17].[ClH:31].[NH2:32][C:33]([NH2:35])=[NH:34].C(NC(C)C)(C)C>C(O)C>[CH2:16]([O:18][C:19]1[CH:20]=[C:21]([CH:22]2[C:8]([C:9]3[CH:14]=[CH:13][CH:12]=[CH:11][CH:10]=3)=[C:7]([C:1]3[CH:6]=[CH:5][CH:4]=[CH:3][CH:2]=3)[NH:35][C:33](=[NH:32])[NH:34]2)[CH:24]=[C:25]([N+:28]([O-:30])=[O:29])[C:26]=1[OH:27])[CH3:17].[ClH:31] |f:2.3|. Reported procedure: A mixture of 1,2-diphenylethanone (500 mg, 2.55 mmol), 3-ethoxy-4-hydroxy-5-nitrobenzaldehyde (538.5 mg, 2.55 mmol), guanidine hydrochloride (731 mg, 7.65 mmol), diisopropylamine (1.1 mL) in ethanol (5 mL) was refluxed at 80° C. for 60 h. The mixture was evaporated under reduced pressure and the residue was treated with a mixture of saturated aqueous sodium bisulfite solution (50 mL), dichloromethane (100 mL) and isopropanol (30 mL), and the resulting mixture was stirred at room temperature for ...